Dataset: the Open Reaction Database (ORD), a public repository of structured organic reaction records. Task: describe an organic reaction: reactants, conditions, products, and yield Starting materials: Cl, CC(=O)Nc1nc(C)c(S(=O)(=O)N(C)CCO)s1. The product is Cc1nc(N)sc1S(=O)(=O)N(C)CCO. Reaction SMILES: [ClH:19].[OH:1][CH2:2][CH2:3][N:4]([S:5](=[O:6])(=[O:7])[c:8]1[c:9]([CH3:17])[n:10][c:11]([NH:13][C:14](=[O:15])[CH3:16])[s:12]1)[CH3:18]>>[OH:1][CH2:2][CH2:3][N:4]([S:5](=[O:6])(=[O:7])[c:8]1[c:9]([CH3:17])[n:10][c:11]([NH2:13])[s:12]1)[CH3:18]. Reactants: COC1=CC(=C(C=C1)NC(CC12CC3CC(CC(C1)C3)C2)=O)C (N-(4-Methoxy-2-methylphenyl)-tricyclo[3.3.1.13,7]decane-1-acetamide), B(Br)(Br)Br (boron tribromide), solution. The solvent is ClCCl (dichloromethane), ClCCl (dichloromethane). Conditions: time 24 hour. Yields the product OC1=CC(=C(C=C1)N(C1=CC=CC=C1)C(CC12CC3CC(CC(C1)C3)C2)=O)C (N-(4-Hydroxy-2-methylphenyl)-tricyclo[3.3.1.13,7]decane-1-acetamiide). As a reaction SMILES: C[O:2][C:3]1[CH:8]=[CH:7][C:6]([NH:9][C:10](=[O:22])[CH2:11][C:12]23[CH2:21][CH:16]4[CH2:17][CH:18]([CH2:20][CH:14]([CH2:15]4)[CH2:13]2)[CH2:19]3)=[C:5]([CH3:23])[CH:4]=1.B(Br)(Br)Br>ClCCl>[OH:2][C:3]1[CH:8]=[CH:7][C:6]([N:9]([C:10](=[O:22])[CH2:11][C:12]23[CH2:21][CH:16]4[CH2:15][CH:14]([CH2:20][CH:18]([CH2:17]4)[CH2:19]2)[CH2:13]3)[C:3]2[CH:8]=[CH:7][CH:6]=[CH:5][CH:4]=2)=[C:5]([CH3:23])[CH:4]=1. Procedure details: To a solution of N-(4-Methoxy-2-methylphenyl)-tricyclo[3.3.1.13,7]decane-1-acetamide from Example 20 (1.20 g) in dichloromethane (50 ml) at −78° C. was added boron tribromide (4 ml of a 1.0M solution in dichloromethane) under an inert atmosphere. The reaction mixture was stirred for 24 hours and then warmed to ambient temperature and washed with brine. The organic layer was then dried over magnesium sulphate (MgSO4) and concentrated under reduced pressure to yield a residue which was purified by... Starting materials: C1=CC(=C(C=C1C=2C=CC(=CC2F)F)C(=O)O)O (Diflunisal), Cl.CN(CCCN=C=N)C (3-dimethylaminopropylcarbodiimide hydrochloride), O.ON1N=NC2=C1C=CC=C2 (1-hydroxybenzotriazole hydrate), C(C)O (ethanol). The solvent is CN(C=O)C (N,N-dimethylformamide), O (Water). Conditions: time 8 hour. Product: FC1=C(C=CC(=C1)F)C1=CC=C(C(C(=O)OCC)=C1)O (ethyl 5-(2,4-difluorophenyl)salicylate). Yield: 67.6%. RXN SMILES: [CH:1]1[C:6]([C:7]2[CH:8]=[CH:9][C:10]([F:14])=[CH:11][C:12]=2[F:13])=[CH:5][C:4]([C:15]([OH:17])=[O:16])=[C:3]([OH:18])[CH:2]=1.Cl.CN(C)[CH2:22][CH2:23]CN=C=N.O.ON1C2C=CC=CC=2N=N1.C(O)C>CN(C)C=O.O>[F:13][C:12]1[CH:11]=[C:10]([F:14])[CH:9]=[CH:8][C:7]=1[C:6]1[CH:5]=[C:4]([C:15]([O:17][CH2:22][CH3:23])=[O:16])[C:3]([OH:18])=[CH:2][CH:1]=1 |f:1.2,3.4|. Reported procedure: Diflunisal (250 mg), 1-ethyl-3-(3-dimethylaminopropylcarbodiimide hydrochloride (382 mg), 1-hydroxybenzotriazole hydrate (306 mg), and ethanol (2 ml) were dissolved in N,N-dimethylformamide to prepare a solution which was then stirred at room temperature overnight. Water was added to the reaction solution, and the mixture was extracted with ethyl acetate. The ethyl acetate layer was then washed with water and was dried over anhydrous sodium sulfate. The solvent was removed therefrom by distillat...